Dataset: the Open Reaction Database (ORD), a public repository of structured organic reaction records. Task: describe an organic reaction: reactants, conditions, products, and yield Reactants: COc1cc(C(=O)N(C)OC)cc(OC)c1OC, CN([SiH](C)C)[Si](C)(C)C, [Li], C1CCOC1, C#Cc1ccccc1. Yields the product COc1cc(C(=O)C#Cc2ccccc2)cc(OC)c1OC. Reaction SMILES: [CH3:19][O:20][N:21]([C:22]([c:23]1[cH:24][c:25]([O:33][CH3:34])[c:26]([O:31][CH3:32])[c:27]([O:29][CH3:30])[cH:28]1)=[O:35])[CH3:36].[CH3:1][SiH:2]([CH3:3])[N:4]([CH3:5])[Si:6]([CH3:7])([CH3:8])[CH3:9].[Li:10].[O:37]1[CH2:38][CH2:39][CH2:40][CH2:41]1.[c:11]1([C:17]#[CH:18])[cH:12][cH:13][cH:14][cH:15][cH:16]1>>[c:11]1([C:17]#[C:18][C:22]([c:23]2[cH:24][c:25]([O:33][CH3:34])[c:26]([O:31][CH3:32])[c:27]([O:29][CH3:30])[cH:28]2)=[O:35])[cH:12][cH:13][cH:14][cH:15][cH:16]1. Reactants: C(C1=CC=CC=C1)OC(=O)N1C[C@H]2CN[C@H]2C1 ((1R,5R)-3,6-diazabicyclo[3.2.0]heptane-3-carboxylic acid benzyl ester), C=O (formaldehyde), C(C)(=O)O[BH-](OC(C)=O)OC(C)=O.[Na+] (sodium triacetoxyborohydride). The solvent is O (water). Yields the product C(C1=CC=CC=C1)OC(=O)N1C[C@H]2CN([C@H]2C1)C ((1R,5R)-6-Methyl-3,6-diazabicyclo[3.2.0]heptane-3-carboxylic acid benzyl ester). Yield: 90.4%. Reaction SMILES: [CH2:1]([O:8][C:9]([N:11]1[CH2:17][C@H:16]2[C@H:13]([CH2:14][NH:15]2)[CH2:12]1)=[O:10])[C:2]1[CH:7]=[CH:6][CH:5]=[CH:4][CH:3]=1.C=O.[C:20](O[BH-](OC(=O)C)OC(=O)C)(=O)C.[Na+]>O>[CH2:1]([O:8][C:9]([N:11]1[CH2:17][C@H:16]2[C@H:13]([CH2:14][N:15]2[CH3:20])[CH2:12]1)=[O:10])[C:2]1[CH:3]=[CH:4][CH:5]=[CH:6][CH:7]=1 |f:2.3|. Reported procedure: To a solution of (1R,5R)-3,6-diazabicyclo[3.2.0]heptane-3-carboxylic acid benzyl ester (14.2 g, 61.2 mmol; prepared according to patent WO 2001081347) and aqueous formaldehyde (38%, 100 mL, 1.38 mol; Fisher) in water (100 mL) was added sodium triacetoxyborohydride (25.8 g, 122 mmol; Aldrich). The mixture was stirred at room temperature until the reaction was complete according to HPLC analysis. The mixture was extracted with chloroform (3×100 mL) and the organic phase was washed with brine (100 ... As a reaction SMILES: [C:1]([O:5][C:6]([N:8]1[CH2:12][CH2:11][CH2:10][C@H:9]1[CH2:13][NH:14][C:15]1[C:16]([O:29][C:30]2[CH:35]=[CH:34][C:33]([O:36][CH3:37])=[CH:32][CH:31]=2)=[N:17][C:18]([C:21]2[CH:22]=[N:23][CH:24]=[C:25]([CH:27]=[O:28])[CH:26]=2)=[N:19][CH:20]=1)=[O:7])([CH3:4])([CH3:3])[CH3:2].[Li+].[BH4-]>C1COCC1.O>[C:1]([O:5][C:6]([N:8]1[CH2:12][CH2:11][CH2:10][C@H:9]1[CH2:13][NH:14][C:15]1[C:16]([O:29][C:30]2[CH:31]=[CH:32][C:33]([O:36][CH3:37])=[CH:34][CH:35]=2)=[N:17][C:18]([C:21]2[CH:22]=[N:23][CH:24]=[C:25]([CH2:27][OH:28])[CH:26]=2)=[N:19][CH:20]=1)=[O:7])([CH3:4])([CH3:3])[CH3:2] |f:1.2|. The reactants are C(C)(C)(C)OC(=O)N1[C@@H](CCC1)CNC=1C(=NC(=NC1)C=1C=NC=C(C1)C=O)OC1=CC=C(C=C1)OC (2-(S)-{[2-(5-Formyl-pyridin-3-yl)-4-(4-methoxy-phenoxy)-pyrimidin-5-ylamino]-methyl}-pyrrolidine-1-carboxylic acid tert-butyl ester), [Li+].[BH4-] (LiBH4), resultant mixture. Product: C(C)(C)(C)OC(=O)N1[C@@H](CCC1)CNC=1C(=NC(=NC1)C=1C=NC=C(C1)CO)OC1=CC=C(C=C1)OC (2-(S)-{[2-(5-Hydroxymethyl-pyridin-3-yl)-4-(4-methoxy-phenoxy)-pyrimidin-5-ylamino]-methyl}-pyrrolidine-1-carboxylic acid tert-butyl ester). Reaction conditions: temperature 0 celsius, time 0.5 hour. The solvent is C1CCOC1 (THF), O (water). Procedure details: To a solution of Compound 26a (200 mg, 0.40 mmol) in THF (5 mL) at 0° C. was added LiBH4 solution (2.0 M in THF) (0.3 mL) dropwise. The reaction mixture was stirred at 0° C. for 0.5 h, then warmed to room temperature over 2 h. The resultant mixture was diluted with water. The mixture was extracted with EtOAc (3×), and the organic phases were combined, dried over Na2SO4, and concentrated under reduced pressure to give the crude material. The crude material was purified by flash column chromatogra... Yield: 35.2%.